From a dataset of the Open Reaction Database (ORD), a public repository of structured organic reaction records. describe an organic reaction: reactants, conditions, products, and yield Starting materials: C1(CCCCC1)C=1C=C(C=NC1OCC(F)(F)F)C(=O)O (5-cyclohexyl-6-(2,2,2-trifluoro-ethoxy)-3-pyridinecarboxylic acid), N1(CCOCC1)N (4-morpholinamine). The product is C1(CCCCC1)C=1C=C(C=NC1OCC(F)(F)F)C(=O)NN1CCOCC1 (5-cyclohexyl-N-morpholino-6-(2,2,2-trifluoroethoxy)-3-pyridinecarboxamide). RXN SMILES: [CH:1]1([C:7]2[CH:8]=[C:9]([C:19](O)=[O:20])[CH:10]=[N:11][C:12]=2[O:13][CH2:14][C:15]([F:18])([F:17])[F:16])[CH2:6][CH2:5][CH2:4][CH2:3][CH2:2]1.[N:22]1([NH2:28])[CH2:27][CH2:26][O:25][CH2:24][CH2:23]1>>[CH:1]1([C:7]2[CH:8]=[C:9]([C:19]([NH:28][N:22]3[CH2:27][CH2:26][O:25][CH2:24][CH2:23]3)=[O:20])[CH:10]=[N:11][C:12]=2[O:13][CH2:14][C:15]([F:17])([F:18])[F:16])[CH2:2][CH2:3][CH2:4][CH2:5][CH2:6]1. Procedure details: The title compound was synthesized in analogy to Example 1 using 5-cyclohexyl-6-(2,2,2-trifluoro-ethoxy)-3-pyridinecarboxylic acid (example 12c) and 4-morpholinamine (CAN 4319-49-7) as starting materials; LC-MS (UV peak area/ESI) 99.0%, 388.1849 (M+H)+. The reactants are BrCCCCN1CSC(C1=O)(C)C (3-(4-bromobutyl)-5,5-dimethyl-4-thiazolidinone), CC1=C(C=CC=C1)N1CCNCC1 (1-(2-methylphenyl)-piperazine), C(=O)([O-])[O-].[K+].[K+] (K2CO3), [Na+].[I-] (NaI), [Br-] (bromide), CO.C(Cl)Cl (MeOH CH2Cl2). Solvent: C(C)#N (acetonitrile), C(C)(=O)OCC (ethyl acetate). Run at temperature 75 celsius, time 16 hour. The product is Cl.CC1=C(C=CC=C1)N1CCN(CC1)CCCCN1CSC(C1=O)(C)C (3-[4-[1-(2-Methylphenyl)-4-piperazinyl]butyl]5,5-dimethyl-4-thiazolidinone hydrochloride). Reaction SMILES: Br[CH2:2][CH2:3][CH2:4][CH2:5][N:6]1[C:10](=[O:11])[C:9]([CH3:13])([CH3:12])[S:8][CH2:7]1.[CH3:14][C:15]1[CH:20]=[CH:19][CH:18]=[CH:17][C:16]=1[N:21]1[CH2:26][CH2:25][NH:24][CH2:23][CH2:22]1.C([O-])([O-])=O.[K+].[K+].[Na+].[I-].[Br-].CO.C(Cl)[Cl:39]>C(OCC)(=O)C.C(#N)C>[ClH:39].[CH3:14][C:15]1[CH:20]=[CH:19][CH:18]=[CH:17][C:16]=1[N:21]1[CH2:26][CH2:25][N:24]([CH2:2][CH2:3][CH2:4][CH2:5][N:6]2[C:10](=[O:11])[C:9]([CH3:13])([CH3:12])[S:8][CH2:7]2)[CH2:23][CH2:22]1 |f:2.3.4,5.6,8.9,12.13|. Reported procedure: A mixture of 3-(4-bromobutyl)-5,5-dimethyl-4-thiazolidinone (4.00 g), 1-(2-methylphenyl)-piperazine (3.87 g), K2CO3 (8.31 g), NaI (290 mg) and acetonitrile (175 ml) was heated at 75° C. (bath temperature) under nitrogen. After 16 hours, TLC analysis (silica gel, 5% MeOH/CH2Cl2) showed absence of the starting bromide and presence of a major product, Rf =0.24. The reaction mixture was cooled to room temperature, ethyl acetate (150 ml) was added, and the mixture filtered. The filtrate was concentra... The reactants are CCCCC1CCNCC1, CCCCCCC, CCOC(C)=O, O=C1CSc2ccncc2N1CCCCl, [I-], [K+], [K+], [Na+], O=C([O-])[O-]. Product: CCCCC1CCN(CCCN2C(=O)CSc3ccncc32)CC1. RXN SMILES: [CH2:24]([CH2:25][CH2:26][CH3:27])[CH:28]1[CH2:29][CH2:30][NH:31][CH2:32][CH2:33]1.[CH3:34][CH2:35][CH2:36][CH2:37][CH2:38][CH2:39][CH3:40].[CH3:41][CH2:42][O:43][C:44]([CH3:45])=[O:46].[Cl:1][CH2:2][CH2:3][CH2:4][N:5]1[c:6]2[c:7]([cH:12][cH:13][n:14][cH:15]2)[S:8][CH2:9][C:10]1=[O:11].[I-:22].[K+:16].[K+:17].[Na+:23].[O-:18][C:19]([O-:20])=[O:21]>>[CH2:2]([CH2:3][CH2:4][N:5]1[c:6]2[c:7]([cH:12][cH:13][n:14][cH:15]2)[S:8][CH2:9][C:10]1=[O:11])[N:31]1[CH2:30][CH2:29][CH:28]([CH2:24][CH2:25][CH2:26][CH3:27])[CH2:33][CH2:32]1. Starting materials: C(C)(=O)OC1=CC=C(OC(C(=O)OC)C)C=C1 (Methyl 2-(4-acetoxyphenoxy)propanoate). The solvent is CO (methanol). Yields the product OC1=CC=C(OC(C(=O)OC)C)C=C1 (methyl 2-(4-hydroxyphenoxy)propanoate). Isolated yield 98.3%. Reaction SMILES: C([O:4][C:5]1[CH:17]=[CH:16][C:8]([O:9][CH:10]([CH3:15])[C:11]([O:13][CH3:14])=[O:12])=[CH:7][CH:6]=1)(=O)C>CO>[OH:4][C:5]1[CH:6]=[CH:7][C:8]([O:9][CH:10]([CH3:15])[C:11]([O:13][CH3:14])=[O:12])=[CH:16][CH:17]=1. Procedure details: Methyl 2-(4-acetoxyphenoxy)propanoate (1.0 g, 4.2 mmol) is hydrolyzed by refluxing for 2 hours at 80° C. with methanol (10 mL) and concentrated HCL (36%, 2 drops). The reaction product is concentrated under reduced pressure to obtain methyl 2-(4-hydroxyphenoxy)propanoate (0.81 g). Conversion 99%, selectivity 99%, yield 97%; IR (neat) 1757 (vs) 1H NMR (CDC13) delta 1.60 (d, J=7.0 Hz, 3H), 3.80 (s, 3H), 4.85 (q, J=7.0 Hz, 1H), 6.82 (s, 4H). The reactants are C(C)OC(=O)N1CCC2=C(CC1)C=CS2 (4,5,7,8-Tetrahydro-thieno[2,3-d]azepine-6-carboxylic acid ethyl ester), CC(C(=O)Cl)(C)C (trimethyl acetyl chloride), [Al+3].[Cl-].[Cl-].[Cl-] (AlCl3). Run in ClC(C)Cl (dichloroethane). Run at temperature 0 celsius, time 30 minute. Product: C(C)OC(=O)N1CCC2=C(CC1)C=C(S2)C(C(C)(C)C)=O (2-(2,2-Dimethyl-propionyl)-4,5,7,8-tetrahydro-thieno[2,3-d]azepine-6-carboxylic acid ethyl ester). Isolated yield 27.3%. As a reaction SMILES: [CH2:1]([O:3][C:4]([N:6]1[CH2:12][CH2:11][C:10]2[CH:13]=[CH:14][S:15][C:9]=2[CH2:8][CH2:7]1)=[O:5])[CH3:2].[CH3:16][C:17]([CH3:22])([CH3:21])[C:18](Cl)=[O:19].[Al+3].[Cl-].[Cl-].[Cl-]>ClC(Cl)C>[CH2:1]([O:3][C:4]([N:6]1[CH2:12][CH2:11][C:10]2[CH:13]=[C:14]([C:18](=[O:19])[C:17]([CH3:22])([CH3:21])[CH3:16])[S:15][C:9]=2[CH2:8][CH2:7]1)=[O:5])[CH3:2] |f:2.3.4.5|. Procedure: A solution of the product from Example 1, step (d) (160 mg, 0.71 mmol) in dichloroethane (5 ml) at 0° C. was treated with trimethyl acetyl chloride (0.17 ml, 1.42 mmol) and AlCl3 (190 mg, 1.42 mmol). The reaction mixture was allowed to stir at 0° C. for 30 minutes and then allowed to warm to room temperature. The reaction mixture was quenched by the addition of saturated solution of NaHCO3 (30 ml) and extracted with dichloromethane (3×30 ml). The combined organic extracts were washed with brine ... Reactants: BrB(Br)Br, c1ccc(COc2ccc(-c3c4c(nc5ccccc35)CCCC4)cc2)cc1, ClCCl. Yields the product Oc1ccc(-c2c3c(nc4ccccc24)CCCC3)cc1. As a reaction SMILES: [B:1]([Br:2])([Br:3])[Br:4].[CH2:5]([c:6]1[cH:7][cH:8][cH:9][cH:10][cH:11]1)[O:12][c:13]1[cH:14][cH:15][c:16](-[c:19]2[c:20]3[cH:21][cH:22][cH:23][cH:24][c:25]3[n:26][c:27]3[c:32]2[CH2:31][CH2:30][CH2:29][CH2:28]3)[cH:17][cH:18]1.[Cl:33][CH2:34][Cl:35]>>[OH:12][c:13]1[cH:14][cH:15][c:16](-[c:19]2[c:20]3[cH:21][cH:22][cH:23][cH:24][c:25]3[n:26][c:27]3[c:32]2[CH2:31][CH2:30][CH2:29][CH2:28]3)[cH:17][cH:18]1. Starting materials: C1(CCCCC1)CC1=C(N=C(S1)NC(C1=CC(=C(C(=C1)OC)OC)OC)=O)C1=CC=C(C=C1)O (N-[5-cyclohexylmethyl-4-(4-hydroxy-phenyl)-thiazol-2-yl]-3,4,5-trimethoxy-benzamide), B(Br)(Br)Br (boron tribromide). The product is C1(CCCCC1)CC1=C(N=C(S1)NC(C1=CC(=C(C(=C1)O)O)O)=O)C1=CC=C(C=C1)O (N-[5-cyclohexylmethyl-4-(4-hydroxy-phenyl)-thiazol-2-yl]-3,4,5-trihydroxy-benzamide). Yield: 55.8%. As a reaction SMILES: [CH:1]1([CH2:7][C:8]2[S:12][C:11]([NH:13][C:14](=[O:27])[C:15]3[CH:20]=[C:19]([O:21]C)[C:18]([O:23]C)=[C:17]([O:25]C)[CH:16]=3)=[N:10][C:9]=2[C:28]2[CH:33]=[CH:32][C:31]([OH:34])=[CH:30][CH:29]=2)[CH2:6][CH2:5][CH2:4][CH2:3][CH2:2]1.B(Br)(Br)Br>>[CH:1]1([CH2:7][C:8]2[S:12][C:11]([NH:13][C:14](=[O:27])[C:15]3[CH:16]=[C:17]([OH:25])[C:18]([OH:23])=[C:19]([OH:21])[CH:20]=3)=[N:10][C:9]=2[C:28]2[CH:33]=[CH:32][C:31]([OH:34])=[CH:30][CH:29]=2)[CH2:6][CH2:5][CH2:4][CH2:3][CH2:2]1. Procedure details: A procedure similar to that in Example 7 was used. N-[5-cyclohexylmethyl-4-(4-hydroxy-phenyl)-thiazol-2-yl]-3,4,5-trimethoxy-benzamide prepared in Example 50 and boron tribromide were used as starting materials. The obtained crude product was recrystallized with acetone to obtain a product as a white solid in a yield of 55.8%, mp: 238-239 └. 1H-NMR (DMSO-d6, 400 MHz) δ: 0.80˜0.90 (2H, m), 1.00˜1.23 (3H, m), 1.45˜1.75 (6H, m), 2.70 (2H, d, J=7.00 Hz, CHCH2Ar), 6.84 (2H, d, J=8.68 Hz, ArH), 7.09 (...